This data is from the Open Reaction Database (ORD), a public repository of structured organic reaction records. The task is: describe an organic reaction: reactants, conditions, products, and yield Starting materials: C=O, [Na+], [OH-], COc1cc2c(cc1OC)C(C(CO)CO)NCC2. The product is COc1cc2c(cc1OC)C1C(CO)COCN1CC2. As a reaction SMILES: [CH2:20]=[O:21].[Na+:23].[OH-:22].[OH:1][CH2:2][CH:3]([CH:4]1[NH:5][CH2:6][CH2:7][c:8]2[cH:9][c:10]([O:16][CH3:17])[c:11]([O:14][CH3:15])[cH:12][c:13]21)[CH2:18][OH:19]>>[OH:1][CH2:2][CH:3]1[CH:4]2[N:5]([CH2:6][CH2:7][c:8]3[cH:9][c:10]([O:16][CH3:17])[c:11]([O:14][CH3:15])[cH:12][c:13]32)[CH2:20][O:19][CH2:18]1. The reactants are ClC1=C(OCCCOC2=CC=C3CCC(OC3=C2)C(=O)OCC)C=CC(=C1)C(C)(C)C (ethyl 7-(3-(2-chloro-4-tert-butylphenoxy)propoxy)-chromane-2-carboxylate), IC (iodomethane). Procedure: The title compound was prepared from ethyl 7-(3-(2-chloro-4-tert-butylphenoxy)propoxy)-chromane-2-carboxylate following the procedures described in Example 1, Step C employing iodomethane instead of iodoethane, followed by hydrolysis as described in Example 1, Step G. The product is ClC1=C(OCCCOC2=CC=C3CCC(OC3=C2)(C(=O)O)C)C=CC(=C1)C(C)(C)C (7-(3-(2-Chloro-4-tert-butylphenoxy)propoxy)-2-methylchromane-2-carboxylic acid). As a reaction SMILES: [Cl:1][C:2]1[CH:27]=[C:26]([C:28]([CH3:31])([CH3:30])[CH3:29])[CH:25]=[CH:24][C:3]=1[O:4][CH2:5][CH2:6][CH2:7][O:8][C:9]1[CH:18]=[C:17]2[C:12]([CH2:13][CH2:14][CH:15]([C:19]([O:21]CC)=[O:20])[O:16]2)=[CH:11][CH:10]=1.I[CH3:33]>>[Cl:1][C:2]1[CH:27]=[C:26]([C:28]([CH3:31])([CH3:29])[CH3:30])[CH:25]=[CH:24][C:3]=1[O:4][CH2:5][CH2:6][CH2:7][O:8][C:9]1[CH:18]=[C:17]2[C:12]([CH2:13][CH2:14][C:15]([CH3:33])([C:19]([OH:21])=[O:20])[O:16]2)=[CH:11][CH:10]=1. Starting materials: Cl.[N+](=O)([O-])C1=CC=C(C=C1)CCN1CCNCC1 (1-[2-(4-nitrophenyl)ethyl]piperazine hydrochloride), BrCCC1=CC=C(C=C1)[N+](=O)[O-] (1-(2-bromoethyl)-4-nitrobenzene), TEA. Run in CN(C)C=O (DMF). Reaction conditions: temperature 80 celsius. Yields the product [N+](=O)([O-])C1=CC=C(C=C1)CCN1CCN(CC1)CCC1=CC=C(C=C1)[N+](=O)[O-] (1,4-Bis[2-(4-nitrophenyl)ethyl]piperazine). Reaction SMILES: Cl.[N+:2]([C:5]1[CH:10]=[CH:9][C:8]([CH2:11][CH2:12][N:13]2[CH2:18][CH2:17][NH:16][CH2:15][CH2:14]2)=[CH:7][CH:6]=1)([O-:4])=[O:3].Br[CH2:20][CH2:21][C:22]1[CH:27]=[CH:26][C:25]([N+:28]([O-:30])=[O:29])=[CH:24][CH:23]=1>CN(C=O)C>[N+:2]([C:5]1[CH:10]=[CH:9][C:8]([CH2:11][CH2:12][N:13]2[CH2:14][CH2:15][N:16]([CH2:20][CH2:21][C:22]3[CH:23]=[CH:24][C:25]([N+:28]([O-:30])=[O:29])=[CH:26][CH:27]=3)[CH2:17][CH2:18]2)=[CH:7][CH:6]=1)([O-:4])=[O:3] |f:0.1|. Procedure details: To a solution of 1-[2-(4-nitrophenyl)ethyl]piperazine hydrochloride (30 mg, 0.11 mmol) in DMF (2 mL) was added 1-(2-bromoethyl)-4-nitrobenzene (31 mg, 1.3 mmol) and TEA (46 uL, 0.33 mmol). The mixture was heated to 80° C. for 16 hours. LC showed some desired product at that point. The desired 1,4-bis[2-(4-nitrophenyl)ethyl]piperazine was purified by mass-directed HPLC. LC-MS (IE, m/z): 385 [M+1]+. (0.052 μM) Reactants: BrCC#CCCCCOC1CCCCO1, CS(=O)(=O)Cl, OCC#CCCCCOC1CCCCO1, O, c1ccncc1. Yields the product BrCCCCOC1CCCCO1. As a reaction SMILES: [Br:27][CH2:28][C:29]#[C:30][CH2:31][CH2:32][CH2:33][CH2:34][O:35][CH:36]1[CH2:37][CH2:38][CH2:39][CH2:40][O:41]1.[CH3:1][S:2](=[O:3])(=[O:4])[Cl:5].[O:6]1[CH:7]([O:12][CH2:13][CH2:14][CH2:15][CH2:16][C:17]#[C:18][CH2:19][OH:20])[CH2:8][CH2:9][CH2:10][CH2:11]1.[OH2:42].[cH:21]1[cH:22][cH:23][n:24][cH:25][cH:26]1>>[O:6]1[CH:7]([O:12][CH2:13][CH2:14][CH2:15][CH2:16][Br:27])[CH2:8][CH2:9][CH2:10][CH2:11]1. Reactants: C(C(=O)C)O[C@@H]1[C@H](C(N1C(C(=O)OC(C1=CC=CC=C1)C1=CC=CC=C1)=O)=O)NC(CC1=CC=CC=C1)=O (diphenylmethyl α-[4(R)-acetonyloxy-3(R)-phenylacetamido-2-oxo-azetidin-1-yl]glyoxalate), C(C)(=O)O (acetic acid). The reagents and catalysts are [Zn] (zinc). The solvent is C(Cl)Cl (methylene chloride). Yields the product C(C(=O)C)O[C@@H]1[C@H](C(N1C(C(=O)OC(C1=CC=CC=C1)C1=CC=CC=C1)O)=O)NC(CC1=CC=CC=C1)=O (Diphenylmethyl α-[4(R)-acetonyloxy-3(R)phenylacetamido-2-oxo-azetidin-1-yl]glycolat). RXN SMILES: [CH2:1]([O:5][C@H:6]1[N:9]([C:10](=[O:27])[C:11]([O:13][CH:14]([C:21]2[CH:26]=[CH:25][CH:24]=[CH:23][CH:22]=2)[C:15]2[CH:20]=[CH:19][CH:18]=[CH:17][CH:16]=2)=[O:12])[C:8](=[O:28])[C@@H:7]1[NH:29][C:30](=[O:38])[CH2:31][C:32]1[CH:37]=[CH:36][CH:35]=[CH:34][CH:33]=1)[C:2]([CH3:4])=[O:3].C(O)(=O)C>C(Cl)Cl.[Zn]>[CH2:1]([O:5][C@H:6]1[N:9]([CH:10]([OH:27])[C:11]([O:13][CH:14]([C:21]2[CH:22]=[CH:23][CH:24]=[CH:25][CH:26]=2)[C:15]2[CH:20]=[CH:19][CH:18]=[CH:17][CH:16]=2)=[O:12])[C:8](=[O:28])[C@@H:7]1[NH:29][C:30](=[O:38])[CH2:31][C:32]1[CH:37]=[CH:36][CH:35]=[CH:34][CH:33]=1)[C:2]([CH3:4])=[O:3]. Procedure: To a solution of diphenylmethyl α-[4(R)-acetonyloxy-3(R)-phenylacetamido-2-oxo-azetidin-1-yl]glyoxalate (2.312 g) in a mixture of methylene chloride (10 ml) and glacial acetic acid (10 ml) is added activated zinc powder (2.50 g) with stirring, and the mixture is stirred for 3 hours at room temperature. The reaction mixture is filtered through a layer of Celite which is washed with methylene chloride. The filtrate is washed with water, dried over sodium sulfate, and evaporated under reduced press... Reactants: CC1CN(Cc2ccccc2)CCC1(O)c1ccc(C(F)(F)F)c2ccoc12, O, Cc1ccc(S(=O)(=O)O)cc1. Product: CC1CN(Cc2ccccc2)CC=C1c1ccc(C(F)(F)F)c2ccoc12. As a reaction SMILES: [CH2:1]([c:2]1[cH:3][cH:4][cH:5][cH:6][cH:7]1)[N:8]1[CH2:9][CH:10]([CH3:28])[C:11]([c:14]2[cH:15][cH:16][c:17]([C:23]([F:24])([F:25])[F:26])[c:18]3[cH:19][cH:20][o:21][c:22]23)([OH:27])[CH2:12][CH2:13]1.[OH2:29].[c:30]1([CH3:31])[cH:32][cH:33][c:34]([S:35]([OH:36])(=[O:37])=[O:38])[cH:39][cH:40]1>>[CH2:1]([c:2]1[cH:3][cH:4][cH:5][cH:6][cH:7]1)[N:8]1[CH2:9][CH:10]([CH3:28])[C:11]([c:14]2[cH:15][cH:16][c:17]([C:23]([F:24])([F:25])[F:26])[c:18]3[cH:19][cH:20][o:21][c:22]23)=[CH:12][CH2:13]1. As a reaction SMILES: [CH3:25][OH:26].[CH3:6][O:7][c:8]1[c:9]([CH:10]=[O:11])[cH:12][cH:13][c:14]([O:16][CH3:17])[cH:15]1.[K+:24].[OH:18][OH:19].[S:1](=[O:2])(=[O:3])([OH:4])[OH:5].[S:20](=[O:21])([O-:22])[OH:23]>>[CH3:6][O:7][c:8]1[c:9]([OH:21])[cH:12][cH:13][c:14]([O:16][CH3:17])[cH:15]1. The reactants are CO, COc1ccc(C=O)c(OC)c1, [K+], OO, O=S(=O)(O)O, O=S([O-])O. The product is COc1ccc(O)c(OC)c1. Reactants: FC1=CC=C(C=O)C=C1 (4-fluorobenzaldehyde), [Li]CCCC (n-BuLi), CCCCCC (hexane), C[Si](CCOCN1C=NC(=C1C1=CC=NC=C1)C1=CC=C(C=C1)F)(C)C (1-(2-(trimethylsilyl)ethoxymethyl)-4-(4-fluorophenyl)-5-(4-pyridyl)imidazole), C1CCOC1 (THF), C1CCOC1 (THF). Reaction conditions: time 15 minute. Product: FC1=CC=C(C=C1)C=1N=C(NC1C1=CC=NC=C1)CC1(CC=C(C=C1)F)O (4-(4-fluorophenyl)-2-((RS)-1-hydroxy-4′-fluorobenzyl)-5-(4-pyridyl)imidazole). Yield: 67.0%. Reaction SMILES: [Li]CCCC.CCCCCC.C[Si](C)(C)CCOC[N:18]1[C:22]([C:23]2[CH:28]=[CH:27][N:26]=[CH:25][CH:24]=2)=[C:21]([C:29]2[CH:34]=[CH:33][C:32]([F:35])=[CH:31][CH:30]=2)[N:20]=[CH:19]1.[F:38][C:39]1[CH:46]=[CH:45][C:42]([CH:43]=O)=[CH:41][CH:40]=1.C1C[O:50]CC1>>[F:35][C:32]1[CH:31]=[CH:30][C:29]([C:21]2[N:20]=[C:19]([CH2:43][C:42]3([OH:50])[CH:45]=[CH:46][C:39]([F:38])=[CH:40][CH2:41]3)[NH:18][C:22]=2[C:23]2[CH:24]=[CH:25][N:26]=[CH:27][CH:28]=2)=[CH:34][CH:33]=1. Procedure details: 1.6M n-BuLi in hexane (0.085 ml 0.13 mmol) is added at −40° C. to a solution of 1-(2-(trimethylsilyl)ethoxymethyl)-4-(4-fluorophenyl)-5-(4-pyridyl)imidazole (Example 2; 50 mg 0.13 mmol) in THF (1.4 ml). After 15 min at −40° C. 4-fluorobenzaldehyde (0.018 ml 0.18 mmol) in THF (0.4 ml) is addded to the reaction mixture, which is warmed to r.t. and after 10 min. poured on water and extracted 3× with ethyl acetate. The combined organic phases are dried over Na2SO4, evaporated to dryness and render t... The reactants are C1(=CC=CC=C1)C(C(=O)O)(C)C (phenylisobutyric acid), C(C(C)(C)C1=CC=CC=C1)Cl (neophylchloride), [Mg] (magnesium), C(=O)=O (carbon dioxide), CC1(CC(C2=CC=CC=C12)=O)C (3,3-dimethyl indan-1-one), C1(=CC=CC=C1)C(C(=O)O)(C)C (phenylisobutyric acid). Product: C1(=CC=CC=C1)C(C(=O)O)(C)C (phenylisobutyric acid), CC(C)(CCC(C)(C1=CC=CC=C1)C)C1=CC=CC=C1 (2,5-dimethyl-2,5-diphenyl hexane). Reaction SMILES: [CH3:1][C:2]1([CH3:12])[C:10]2[C:5](=[CH:6][CH:7]=[CH:8][CH:9]=2)[C:4](=O)[CH2:3]1.[C:13]1([C:19]([CH3:24])([CH3:23])[C:20]([OH:22])=[O:21])[CH:18]=[CH:17][CH:16]=[CH:15][CH:14]=1.[CH2:25](Cl)[C:26]([C:29]1[CH:34]=[CH:33][CH:32]=[CH:31][CH:30]=1)(C)[CH3:27].[Mg].C(=O)=O>>[C:13]1([C:19]([CH3:24])([CH3:23])[C:20]([OH:22])=[O:21])[CH:18]=[CH:17][CH:16]=[CH:15][CH:14]=1.[CH3:25][C:26]([C:29]1[CH:34]=[CH:33][CH:32]=[CH:31][CH:30]=1)([CH2:4][CH2:3][C:2]([CH3:1])([C:10]1[CH:9]=[CH:8][CH:7]=[CH:6][CH:5]=1)[CH3:12])[CH3:27]. Procedure: A convenient synthesis into 3,3-dimethyl indan-1-one is via the acid catalysed cyclisation of phenylisobutyric acid. The phenylisobutyric acid may be prepared by reaction of neophylchloride with magnesium followed by carbon dioxide under known conditions. Typically, one obtains phenylisobutyric acid in admixture with an unwanted coupling product 2,5-dimethyl-2,5-diphenyl hexane. Starting materials: S1C=CC2=C1C=CC=C2OCCC=2N=C(OC2C)C2=CC=CC=C2 (4-[2-(benzothiophene-4-yloxy)-ethyl]-5-methyl-2-phenyl-oxazole), C(C)(=O)O (acetic acid), [N+](=O)(O)[O-] (nitric acid), C([O-])([O-])=O.[Na+].[Na+] (sodium carbonate). The solvent is O (water). Run at temperature 60 celsius, time 1 hour. Yields the product CC1=C(N=C(O1)C1=CC=CC=C1)CCOC1=CC=C(C2=C1C=CS2)[N+](=O)[O-] (5-Methyl-4-[2-(7-nitro-benzothiophene-4-yloxy)-ethyl]-2-phenyl-oxazole). As a reaction SMILES: [S:1]1[C:5]2[CH:6]=[CH:7][CH:8]=[C:9]([O:10][CH2:11][CH2:12][C:13]3[N:14]=[C:15]([C:19]4[CH:24]=[CH:23][CH:22]=[CH:21][CH:20]=4)[O:16][C:17]=3[CH3:18])[C:4]=2[CH:3]=[CH:2]1.C(O)(=O)C.[N+:29]([O-])([OH:31])=[O:30].C(=O)([O-])[O-].[Na+].[Na+]>O>[CH3:18][C:17]1[O:16][C:15]([C:19]2[CH:24]=[CH:23][CH:22]=[CH:21][CH:20]=2)=[N:14][C:13]=1[CH2:12][CH2:11][O:10][C:9]1[C:4]2[CH:3]=[CH:2][S:1][C:5]=2[C:6]([N+:29]([O-:31])=[O:30])=[CH:7][CH:8]=1 |f:3.4.5|. Procedure details: 286 g (0.853 mol) of 4-[2-(benzothiophene-4-yloxy)-ethyl]-5-methyl-2-phenyl-oxazole were suspended in 6.31 of glacial acetic acid. Temperature was raised to 60° C. The resulting clear solution was cooled to 25° C. 132 ml (3.18 mol) of 100% nitric acid were added within 3 minutes. The reaction miture was cooled below 30° C. After crystallization the suspension was stirred at 18 to 20° C. for 1 hour. The precipitate was filtered with suction and washed with 2×600 ml of tert-butyl methyl ether. The...